From a dataset of the Open Reaction Database (ORD), a public repository of structured organic reaction records. describe an organic reaction: reactants, conditions, products, and yield The reactants are Cl (hydrochloric acid), [H-].C(C(C)C)[Al+]CC(C)C (diisobutylaluminium hydride), C#CCCCCCC (1-octyne), C(=O)C1=NC2=CC=CC=C2C(=C1C)OC(C)=O (2-formyl-3-methyl 4-acetoxyquinoline). Solvent: O (water), CCCCCC (n-hexane), CCCCCC (n-hexane), O1CCCC1 (tetrahydrofuran). Conditions: temperature 50 celsius, time 2 hour. The product is OC(\C=C\CCCCCC)C1=NC2=CC=CC=C2C(=C1C)OC(C)=O (2-(trans-1-hydroxy-2-nonenyl)-3-methyl-4-acetoxyquinoline). Yield: 398.2%. Reaction SMILES: [H-].C([Al+]CC(C)C)C(C)C.[CH:11]#[C:12][CH2:13][CH2:14][CH2:15][CH2:16][CH2:17][CH3:18].[CH:19]([C:21]1[C:30]([CH3:31])=[C:29]([O:32][C:33](=[O:35])[CH3:34])[C:28]2[C:23](=[CH:24][CH:25]=[CH:26][CH:27]=2)[N:22]=1)=[O:20].Cl>CCCCCC.O1CCCC1.O>[OH:20][CH:19]([C:21]1[C:30]([CH3:31])=[C:29]([O:32][C:33](=[O:35])[CH3:34])[C:28]2[C:23](=[CH:24][CH:25]=[CH:26][CH:27]=2)[N:22]=1)/[CH:11]=[CH:12]/[CH2:13][CH2:14][CH2:15][CH2:16][CH2:17][CH3:18] |f:0.1|. Reported procedure: 13.9 ml of an n-hexane solution of 13.9 mmols of diisobutylaluminium hydride was added to a solution of 1.68 g (1.53 mmols) of 1-octyne in 20 ml of n-hexane in an atmosphere of nitrogen at 0° C. and stirred at 50° C. for 2 hours. After removal of the solvent by distillation under reduced pressure, 20 ml of tetrahydrofuran was added, followed by further addition of a solution, in 15 ml of tetrahydrofuran, of 2.66 g (11.6 mmols) of 2-formyl-3-methyl 4-acetoxyquinoline at -78° C. The reaction tempe... Reactants: OC1CCC(n2c(Br)nc3cc(Cl)c(Cl)cc32)CC1O, CC(C)N, CCO, [Na+], [Na+], O=C([O-])[O-]. Product: CC(C)Nc1nc2cc(Cl)c(Cl)cc2n1C1CCC(O)C(O)C1. Reaction SMILES: [Br:5][c:6]1[n:7][c:8]2[c:9]([n:10]1[CH:11]1[CH2:12][CH:13]([OH:18])[CH:14]([OH:17])[CH2:15][CH2:16]1)[cH:19][c:20]([Cl:24])[c:21]([Cl:23])[cH:22]2.[CH3:1][CH:2]([CH3:3])[NH2:4].[CH3:31][CH2:32][OH:33].[Na+:25].[Na+:26].[O-:27][C:28](=[O:29])[O-:30]>>[CH3:1][CH:2]([CH3:3])[NH:4][c:6]1[n:7][c:8]2[c:9]([n:10]1[CH:11]1[CH2:12][CH:13]([OH:18])[CH:14]([OH:17])[CH2:15][CH2:16]1)[cH:19][c:20]([Cl:24])[c:21]([Cl:23])[cH:22]2.